This data is from the Open Reaction Database (ORD), a public repository of structured organic reaction records. The task is: describe an organic reaction: reactants, conditions, products, and yield Starting materials: ClC1=CC=NC=C1C#N (4-Chloronicotinonitrile), CN (methylamine), C(C)OCC (diethyl ether), resultant mixture. The solvent is O (water). Conditions: temperature 90 celsius, time 1 hour. Yields the product CNC1=CC=NC=C1C#N (4-Methylamino-nicotinonitrile). Isolated yield 93.0%. RXN SMILES: Cl[C:2]1[C:7]([C:8]#[N:9])=[CH:6][N:5]=[CH:4][CH:3]=1.C(OCC)C.[CH3:15][NH2:16]>O>[CH3:15][NH:16][C:2]1[C:7]([C:8]#[N:9])=[CH:6][N:5]=[CH:4][CH:3]=1. Reported procedure: 4-Chloronicotinonitrile (45.0 g, 324 mmol) was suspended in water (250 mL) and 41% aqueous methylamine solution (250 mL). The resultant mixture was heated, with stirring, at 90° C. for 1 hour before the mixture was cooled to room temperature and extracted with ethyl acetate (×2). The combined organic layers were washed with water, followed by brine then dried (MgSO4) and evaporated to provide a residue. Trituration of the residue with diethyl ether gave the title compound (40.4 g, 93%) as a whit... The reactants are CS(=O)(=O)OCCC1CC=2N(C3=CC=CC=C3C2C=2C(NC(C2C2=CN(C3=CC=CC=C23)C)=O)=O)CC1 (3-[6,7,8,9-tetrahydro-8-(2-methylsulfonyloxyethyl)pyrido-[1,2-a]indol-10-yl]-4-(1-methyl-3-indolyl)-1H-pyrrole-2,5-dione), [N-]=[N+]=[N-].[Na+] (sodium azide). Run in CN(C=O)C (dimethylformamide). Product: N(=[N+]=[N-])CCC1CC=2N(C3=CC=CC=C3C2C=2C(NC(C2C2=CN(C3=CC=CC=C23)C)=O)=O)CC1 (3-[8-(2-azidoethyl)-6,7,8,9-tetrahydropyrido[1,2-a]indol-10-yl]-4-(1-methyl-3-indolyl)-1H-pyrrole-2,5-dione). Yield: 94.7%. Reaction SMILES: CS(O[CH2:6][CH2:7][CH:8]1[CH2:37][CH2:36][N:11]2[C:12]3[C:17]([C:18]([C:19]4[C:20](=[O:35])[NH:21][C:22](=[O:34])[C:23]=4[C:24]4[C:32]5[C:27](=[CH:28][CH:29]=[CH:30][CH:31]=5)[N:26]([CH3:33])[CH:25]=4)=[C:10]2[CH2:9]1)=[CH:16][CH:15]=[CH:14][CH:13]=3)(=O)=O.[N-:38]=[N+:39]=[N-:40].[Na+]>CN(C)C=O>[N:38]([CH2:6][CH2:7][CH:8]1[CH2:37][CH2:36][N:11]2[C:12]3[C:17]([C:18]([C:19]4[C:20](=[O:35])[NH:21][C:22](=[O:34])[C:23]=4[C:24]4[C:32]5[C:27](=[CH:28][CH:29]=[CH:30][CH:31]=5)[N:26]([CH3:33])[CH:25]=4)=[C:10]2[CH2:9]1)=[CH:16][CH:15]=[CH:14][CH:13]=3)=[N+:39]=[N-:40] |f:1.2|. Procedure details: A solution of 500 mg of the pyrroledione product of Example 15 and 250 mg of sodium azide in 10 ml of dimethylformamide was heated at 70° C. for 3 hours. The solvent was removed by evaporation and the solid was partitioned between ethyl acetate and water. The insoluble material was filtered off and dried to give 425 mg of 3-[8-(2-azidoethyl)-6,7,8,9-tetrahydropyrido[1,2-a]indol-10-yl]-4-(1-methyl-3-indolyl)-1H-pyrrole-2,5-dione of melting point 262°-264° C. Starting materials: [Br-], C1CCOC1, C[Mg+], CON(C)C(=O)c1nc(C)cc2c1c(=O)cc(Nc1ccccc1)n2-c1ccccc1. The product is CC(=O)c1nc(C)cc2c1c(=O)cc(Nc1ccccc1)n2-c1ccccc1. As a reaction SMILES: [Br-:32].[CH2:35]1[O:36][CH2:37][CH2:38][CH2:39]1.[CH3:33][Mg+:34].[NH:1]([c:2]1[cH:3][cH:4][cH:5][cH:6][cH:7]1)[c:8]1[n:9](-[c:26]2[cH:27][cH:28][cH:29][cH:30][cH:31]2)[c:10]2[cH:11][c:12]([CH3:25])[n:13][c:14]([C:19](=[O:20])[N:21]([O:22][CH3:23])[CH3:24])[c:15]2[c:16](=[O:18])[cH:17]1>>[NH:1]([c:2]1[cH:3][cH:4][cH:5][cH:6][cH:7]1)[c:8]1[n:9](-[c:26]2[cH:27][cH:28][cH:29][cH:30][cH:31]2)[c:10]2[cH:11][c:12]([CH3:25])[n:13][c:14]([C:19](=[O:20])[CH3:33])[c:15]2[c:16](=[O:18])[cH:17]1. Starting materials: C1(CC1)COC=1C=CC2=C(N(N=C2C1)C1=CC=C(OS(=O)(=O)C(C(=O)OC)(F)F)C=C1)C(F)(F)F (methyl ({4-[6-(cyclopropylmethoxy)-3-(trifluoromethyl)-2H-indazol-2-yl]phenoxy}sulfonyl)(difluoro)acetate), CO.C[O-].[Na+] (sodium methoxide methanol), [Cl-].[NH4+] (ammonium chloride). The solvent is CO (methanol). Run at time 3 hour. The product is C1(CC1)COC=1C=CC2=C(N(N=C2C1)C1=CC=C(C=C1)O)C(F)(F)F (4-[6-(cyclopropylmethoxy)-3-(trifluoromethyl)-2H-indazol-2-yl]phenol). The yield is 73.3%. RXN SMILES: [CH:1]1([CH2:4][O:5][C:6]2[CH:7]=[CH:8][C:9]3[C:13]([CH:14]=2)=[N:12][N:11]([C:15]2[CH:31]=[CH:30][C:18]([O:19]S(C(F)(F)C(OC)=O)(=O)=O)=[CH:17][CH:16]=2)[C:10]=3[C:32]([F:35])([F:34])[F:33])[CH2:3][CH2:2]1.CO.C[O-].[Na+].[Cl-].[NH4+]>CO>[CH:1]1([CH2:4][O:5][C:6]2[CH:7]=[CH:8][C:9]3[C:13]([CH:14]=2)=[N:12][N:11]([C:15]2[CH:31]=[CH:30][C:18]([OH:19])=[CH:17][CH:16]=2)[C:10]=3[C:32]([F:34])([F:35])[F:33])[CH2:3][CH2:2]1 |f:1.2.3,4.5|. Procedure: To a solution of methyl ({4-[6-(cyclopropylmethoxy)-3-(trifluoromethyl)-2H-indazol-2-yl]phenoxy}sulfonyl)(difluoro)acetate (365 mg) in methanol (4 mL) was added dropwise 27% sodium methoxide methanol solution (1 mL) at room temperature, and the mixture was stirred for 3 hr. The reaction mixture was neutralized with saturated aqueous ammonium chloride solution, and extracted twice with ethyl acetate. The combined organic layer was washed with saturated brine, and dried over anhydrous magnesium su...